This data is from the Open Reaction Database (ORD), a public repository of structured organic reaction records. The task is: describe an organic reaction: reactants, conditions, products, and yield The reactants are [Al+3], C1CCOC1, CNC(=O)c1cc2ccccc2n1C, [H-], [H-], [H-], [H-], [Li+]. Product: CNCc1cc2ccccc2n1C. RXN SMILES: [Al+3:16].[CH2:21]1[O:22][CH2:23][CH2:24][CH2:25]1.[CH3:1][NH:2][C:3](=[O:4])[c:5]1[n:6]([CH3:14])[c:7]2[cH:8][cH:9][cH:10][cH:11][c:12]2[cH:13]1.[H-:15].[H-:18].[H-:19].[H-:20].[Li+:17]>>[CH3:1][NH:2][CH2:3][c:5]1[n:6]([CH3:14])[c:7]2[cH:8][cH:9][cH:10][cH:11][c:12]2[cH:13]1. Reactants: C(C)OC1=NC2=C(N1CC1=CC=C(C=C1)C1=C(C=CC=C1)C1=NN=NN1C(C1=CC=CC=C1)(C1=CC=CC=C1)C1=CC=CC=C1)C(=CC=C2)C(=O)OC(C)OC(=O)OCCC[C@H]([C@@H](C)O[N+](=O)[O-])O[N+](=O)[O-] (1-[({[(4R,5R)-4,5-bis(nitrooxy)hexyl]oxy}carbonyl)oxy]ethyl 2-ethoxy-1-{[2′-(1-trityl-1H-tetrazol-5-yl)biphenyl-4-yl]methyl}-1H-benzimidazole-7-carboxylate). Solvent: CO (methanol). Run at temperature 70 celsius. The product is C(C)OC1=NC2=C(N1CC1=CC=C(C=C1)C1=C(C=CC=C1)C1=NN=NN1)C(=CC=C2)C(=O)OC(C)OC(=O)OCCC[C@H]([C@@H](C)O[N+](=O)[O-])O[N+](=O)[O-] (1-[({[(4R,5R)-4,5-bis(nitrooxy)hexyl]oxy}carbonyl)oxy]ethyl 2-ethoxy-1-{[2′-(1H-tetrazol-5-yl)biphenyl-4-yl]methyl}-1H-benzimidazole-7-carboxylate). RXN SMILES: [CH2:1]([O:3][C:4]1[N:8]([CH2:9][C:10]2[CH:15]=[CH:14][C:13]([C:16]3[CH:21]=[CH:20][CH:19]=[CH:18][C:17]=3[C:22]3[N:26](C(C4C=CC=CC=4)(C4C=CC=CC=4)C4C=CC=CC=4)[N:25]=[N:24][N:23]=3)=[CH:12][CH:11]=2)[C:7]2[C:46]([C:50]([O:52][CH:53]([O:55][C:56]([O:58][CH2:59][CH2:60][CH2:61][C@@H:62]([O:69][N+:70]([O-:72])=[O:71])[C@H:63]([O:65][N+:66]([O-:68])=[O:67])[CH3:64])=[O:57])[CH3:54])=[O:51])=[CH:47][CH:48]=[CH:49][C:6]=2[N:5]=1)[CH3:2]>CO>[CH2:1]([O:3][C:4]1[N:8]([CH2:9][C:10]2[CH:11]=[CH:12][C:13]([C:16]3[CH:21]=[CH:20][CH:19]=[CH:18][C:17]=3[C:22]3[NH:23][N:24]=[N:25][N:26]=3)=[CH:14][CH:15]=2)[C:7]2[C:46]([C:50]([O:52][CH:53]([O:55][C:56]([O:58][CH2:59][CH2:60][CH2:61][C@@H:62]([O:69][N+:70]([O-:72])=[O:71])[C@H:63]([O:65][N+:66]([O-:68])=[O:67])[CH3:64])=[O:57])[CH3:54])=[O:51])=[CH:47][CH:48]=[CH:49][C:6]=2[N:5]=1)[CH3:2]. Procedure details: A methanol (30 mL) suspension of 1-[({[(4R,5R)-4,5-bis(nitrooxy)hexyl]oxy}carbonyl)oxy]ethyl 2-ethoxy-1-{[2′-(1-trityl-1H-tetrazol-5-yl)biphenyl-4-yl]methyl}-1H-benzimidazole-7-carboxylate (2.47 g, 2.53 mmol) was heated to 70° C. for 2 hours. The reaction mixture was concentrated in vacuo, and the residue was purified by column chromatography on silica gel, eluting with 3-9% methanol/dichloromethane to give the title compound. 1H NMR (500 MHz, CD3CN) δ 7.71 (d, J=7.6 Hz, 1H), 7.61 (dt, J=1.1, 7....